From a dataset of the Open Reaction Database (ORD), a public repository of structured organic reaction records. describe an organic reaction: reactants, conditions, products, and yield Reactants: CCCCCCCCc1ccc(N)cc1, Cc1ccccc1, O=Cc1ccccc1. Product: CCCCCCCCc1ccc(NCc2ccccc2)cc1. RXN SMILES: [CH2:9]([CH2:10][CH2:11][CH2:12][CH2:13][CH2:14][CH2:15][CH3:16])[c:17]1[cH:18][cH:19][c:20]([NH2:21])[cH:22][cH:23]1.[CH3:24][c:25]1[cH:26][cH:27][cH:28][cH:29][cH:30]1.[CH:1](=[O:2])[c:3]1[cH:4][cH:5][cH:6][cH:7][cH:8]1>>[CH2:1]([c:3]1[cH:4][cH:5][cH:6][cH:7][cH:8]1)[NH:21][c:20]1[cH:19][cH:18][c:17]([CH2:9][CH2:10][CH2:11][CH2:12][CH2:13][CH2:14][CH2:15][CH3:16])[cH:23][cH:22]1. Reactants: COC(=O)c1ccc(CBr)c(OC)c1, O=C([O-])O, CS(C)=O, [Na+], O. Yields the product COC(=O)c1ccc(C=O)c(OC)c1. Reaction SMILES: [Br:1][CH2:2][c:3]1[c:4]([O:13][CH3:14])[cH:5][c:6]([C:7](=[O:8])[O:9][CH3:10])[cH:11][cH:12]1.[C:15]([OH:16])(=[O:17])[O-:18].[CH3:21][S:22](=[O:23])[CH3:24].[Na+:19].[OH2:20]>>[CH:2]([c:3]1[c:4]([O:13][CH3:14])[cH:5][c:6]([C:7](=[O:8])[O:9][CH3:10])[cH:11][cH:12]1)=[O:16]. Yields the product C(C)OC(C(C(COC)C1=CNC2=CC=CC(=C12)CC1=CC=CC=C1)[N+](=O)[O-])=O (3-(4-benzylindol-3-yl)-2-nitro-5-oxahexanoic acid ethyl ester). The reactants are C(C1=CC=CC=C1)C1=C2C=CNC2=CC=C1 (4-benzylindole), C(C)OC(C(C(COC)O)[N+](=O)[O-])=O (4-methoxy-3-hydroxy-2-nitrobutyric acid ethyl ester), C(C)(=O)O (acetic acid). Yield: 87.0%. Procedure details: Under argon, 2.80 g (13.5 mmol) of 4-benzylindole is refluxed for 15 hours with 7.48 g (18 mmol) of a 50% strength solution of 4-methoxy-3-hydroxy-2-nitrobutyric acid ethyl ester in 84 ml of toluene with 8.3 ml of glacial acetic acid. After cooling, the reaction mixture is diluted with ethyl acetate and washed with water. The organic phase is dried, filtered, and concentrated, and the residue is chromatographed over silica gel with methylene chloride as the eluent, thus producing 4.7 g (87%) of ... Run in C(C)(=O)OCC (ethyl acetate), C1(=CC=CC=C1)C (toluene). As a reaction SMILES: [CH2:1]([C:8]1[CH:16]=[CH:15][CH:14]=[C:13]2[C:9]=1[CH:10]=[CH:11][NH:12]2)[C:2]1[CH:7]=[CH:6][CH:5]=[CH:4][CH:3]=1.[CH2:17]([O:19][C:20](=[O:30])[CH:21]([N+:27]([O-:29])=[O:28])[CH:22](O)[CH2:23][O:24][CH3:25])[CH3:18].C(O)(=O)C>C1(C)C=CC=CC=1.C(OCC)(=O)C>[CH2:17]([O:19][C:20](=[O:30])[CH:21]([N+:27]([O-:29])=[O:28])[CH:22]([C:10]1[C:9]2[C:13](=[CH:14][CH:15]=[CH:16][C:8]=2[CH2:1][C:2]2[CH:3]=[CH:4][CH:5]=[CH:6][CH:7]=2)[NH:12][CH:11]=1)[CH2:23][O:24][CH3:25])[CH3:18]. Reactants: C(#N)[BH3-].[Na+] (Sodium cyanoborohydride), C=O (formaldehyde), ClC=1N=CN(C1)C1=C(C=C(C=C1)NC=1SC2=C(N1)C(CC(C2)N)C2=CC=C(C=C2)F)OC (N2-(4-(4-chloro-1H-imidazol-1-yl)-3-methoxyphenyl)-4-(4-fluorophenyl)-4,5,6,7-tetrahydrobenzo[d]thiazole-2,6-diamine). Solvent: CO (MeOH). Reaction conditions: time 20 hour. The product is ClC=1N=CN(C1)C1=C(C=C(C=C1)NC=1SC2=C(N1)C(CC(C2)N(C)C)C2=CC=C(C=C2)F)OC (N2-(4-(4-chloro-1H-imidazol-1-yl)-3-methoxyphenyl)-4-(4-fluorophenyl)-N6,N6-dimethyl-4,5,6,7-tetrahydrobenzo[d]thiazole-2,6-diamine). Isolated yield 52.8%. RXN SMILES: [C:1]([BH3-])#[N:2].[Na+].[CH2:5]=O.[Cl:7][C:8]1[N:9]=[CH:10][N:11]([C:13]2[CH:18]=[CH:17][C:16]([NH:19][C:20]3[S:21][C:22]4[CH2:28][CH:27](N)[CH2:26][CH:25]([C:30]5[CH:35]=[CH:34][C:33]([F:36])=[CH:32][CH:31]=5)[C:23]=4[N:24]=3)=[CH:15][C:14]=2[O:37][CH3:38])[CH:12]=1>CO>[Cl:7][C:8]1[N:9]=[CH:10][N:11]([C:13]2[CH:18]=[CH:17][C:16]([NH:19][C:20]3[S:21][C:22]4[CH2:28][CH:27]([N:2]([CH3:1])[CH3:5])[CH2:26][CH:25]([C:30]5[CH:35]=[CH:34][C:33]([F:36])=[CH:32][CH:31]=5)[C:23]=4[N:24]=3)=[CH:15][C:14]=2[O:37][CH3:38])[CH:12]=1 |f:0.1|. Procedure: Sodium cyanoborohydride (14.53 mg, 0.231 mmol) and formaldehyde (16.15 μL, 0.217 mmol) were added to a solution of N2-(4-(4-chloro-1H-imidazol-1-yl)-3-methoxyphenyl)-4-(4-fluorophenyl)-4,5,6,7-tetrahydrobenzo[d]thiazole-2,6-diamine (18 mg, 0.038 mmol, from example 78) in MeOH (0.4 mL). The mixture was stirred at rt for 20 hours. The crude reaction mixture was purified using preparatory HPLC (Column: Phenomenex Luna C18 30×100 mm, Solvent A=10 mM Ammonium Acetate in 95:5 water/ACN, Solvent B=10 m... Starting materials: C1(CCCCC1)CN1C(N(N=C1CCN1CCN(CC1)C1=CC(=CC=C1)[N+](=O)[O-])C)=O (4-(Cyclohexylmethyl)-2-methyl-5-{2-[4-(3-nitrophenyl)piperazino]ethyl}-2,4-dihydro-3H-1,2,4-triazol-3-one). Reagents/catalysts: [Pd] (Pd/C). The solvent is CO (MeOH), CC#N (MeCN). Product: NC=1C=C(C=CC1)N1CCN(CC1)CCC=1N(C(N(N1)C)=O)CC1CCCCC1 (5-{2-[4-(3-aminophenyl)piperazino]ethyl}-4-(cyclohexyl methyl)-2-methyl-2,4-dihydro-3H-1,2,4-triazol-3-one). The yield is 98.8%. Reaction SMILES: [CH:1]1([CH2:7][N:8]2[C:12]([CH2:13][CH2:14][N:15]3[CH2:20][CH2:19][N:18]([C:21]4[CH:26]=[CH:25][CH:24]=[C:23]([N+:27]([O-])=O)[CH:22]=4)[CH2:17][CH2:16]3)=[N:11][N:10]([CH3:30])[C:9]2=[O:31])[CH2:6][CH2:5][CH2:4][CH2:3][CH2:2]1>CO.CC#N.[Pd]>[NH2:27][C:23]1[CH:22]=[C:21]([N:18]2[CH2:17][CH2:16][N:15]([CH2:14][CH2:13][C:12]3[N:8]([CH2:7][CH:1]4[CH2:6][CH2:5][CH2:4][CH2:3][CH2:2]4)[C:9](=[O:31])[N:10]([CH3:30])[N:11]=3)[CH2:20][CH2:19]2)[CH:26]=[CH:25][CH:24]=1. Reported procedure: A slurry of 4-(cyclohexylmethyl)-2-methyl-5-{2-[4-(3-nitrophenyl)piperazino]ethyl}-2,4-dihydro-3H-1,2,4-triazol-3-one (D15; 490 mg, 1.143 mmol) and 10% Pd/C (250 mg) in MeOH (30 mL) was hydrogenated in an autoclave at 30 bar and room temperature for 4 hrs. The reaction mixture was filtered over a pad of Celite and the solvent was removed in vacuo to afford a light-brown film. This was re-dissolved in MeCN (20 mL) and filtered again through a Celite plug. The solvent was evaporated in vacuo to af... Starting materials: ClCCl, COC(=O)C(=O)Cl, COc1cccc(N)c1, c1ccncc1. Yields the product COC(=O)C(=O)Nc1cccc(OC)c1. As a reaction SMILES: [CH2:23]([Cl:24])[Cl:25].[CH3:1][O:2][C:3]([C:4](=[O:5])[Cl:6])=[O:7].[NH2:8][c:9]1[cH:10][c:11]([O:15][CH3:16])[cH:12][cH:13][cH:14]1.[cH:17]1[cH:18][cH:19][n:20][cH:21][cH:22]1>>[CH3:1][O:2][C:3]([C:4](=[O:5])[NH:8][c:9]1[cH:10][c:11]([O:15][CH3:16])[cH:12][cH:13][cH:14]1)=[O:7]. Starting materials: COC(=O)C1N(CC2=CC=C(C=C2C1)O)C(=O)OC(C)(C)C (6-Hydroxy-3,4-dihydro-1H-isoquinoline-2,3-dicarboxylic acid 2-tert-butyl ester 3-methyl ester), C(C)(C)(C)C1=CC=C(C=C1)B(O)O (4-tert-butylphenylboronic acid), TEA. The reagents and catalysts are C(C)(=O)[O-].[Cu+2].C(C)(=O)[O-] (copper acetate). Run in C(Cl)Cl (DCM). The product is COC(=O)C1N(CC2=CC=C(C=C2C1)OC1=CC=C(C=C1)C(C)(C)C)C(=O)OC(C)(C)C (6-(4-tert-butyl-phenoxy)-3,4-dihydro-1H-isoquinoline-2,3-dicarboxylic acid 2-tert-butyl ester 3-methyl ester). Yield: 49.2%. RXN SMILES: [CH3:1][O:2][C:3]([CH:5]1[CH2:14][C:13]2[C:8](=[CH:9][CH:10]=[C:11]([OH:15])[CH:12]=2)[CH2:7][N:6]1[C:16]([O:18][C:19]([CH3:22])([CH3:21])[CH3:20])=[O:17])=[O:4].[C:23]([C:27]1[CH:32]=[CH:31][C:30](B(O)O)=[CH:29][CH:28]=1)([CH3:26])([CH3:25])[CH3:24]>C(Cl)Cl.C([O-])(=O)C.[Cu+2].C([O-])(=O)C>[CH3:1][O:2][C:3]([CH:5]1[CH2:14][C:13]2[C:8](=[CH:9][CH:10]=[C:11]([O:15][C:30]3[CH:31]=[CH:32][C:27]([C:23]([CH3:26])([CH3:25])[CH3:24])=[CH:28][CH:29]=3)[CH:12]=2)[CH2:7][N:6]1[C:16]([O:18][C:19]([CH3:22])([CH3:21])[CH3:20])=[O:17])=[O:4] |f:3.4.5|. Reported procedure: 6-Hydroxy-3,4-dihydro-1H-isoquinoline-2,3-dicarboxylic acid 2-tert-butyl ester 3-methyl ester (0.5 g, 1.62 mmol) in DCM (15 mL) was treated with copper acetate (0.59 g, 3.3 mmol), 4-tert-butylphenylboronic acid (0.87 g, 4.8 mmol), and TEA (1.0 mL, 7.9 mmol) by the general procedure G. The crude product was purified by flash column chromatography on silica gel using Hexanes:EtOAc (70:30) to give 0.35 g of 6-(4-tert-butyl-phenoxy)-3,4-dihydro-1H-isoquinoline-2,3-dicarboxylic acid 2-tert-butyl este... The reactants are CC(=O)O, Clc1cc2ccsc2c(Cl)n1, Cl, O, [Sn]. Yields the product Clc1cc2ccsc2cn1. RXN SMILES: [C:12]([OH:13])(=[O:14])[CH3:15].[Cl:1][c:2]1[cH:3][c:4]2[c:5]([c:6]([Cl:8])[n:7]1)[s:9][cH:10][cH:11]2.[ClH:16].[OH2:18].[Sn:17]>>[Cl:1][c:2]1[cH:3][c:4]2[c:5]([cH:6][n:7]1)[s:9][cH:10][cH:11]2. Reactants: O (water), OCCC1=CC=C(C=C1)O (4-(2-hydroxyethyl)phenol), FC1=CC=C(C=C1)[N+](=O)[O-] (1-fluoro-4-nitrobenzene), C([O-])([O-])=O.[K+].[K+] (potassium carbonate). Run in CN(C=O)C (dimethylformamide). Reaction conditions: temperature 120 celsius, time 4 hour. Product: [N+](=O)([O-])C1=CC=C(OC2=CC=C(C=C2)CCO)C=C1 (2-[4-(4-nitrophenoxy)phenyl]ethanol). Reaction SMILES: [OH:1][CH2:2][CH2:3][C:4]1[CH:9]=[CH:8][C:7]([OH:10])=[CH:6][CH:5]=1.F[C:12]1[CH:17]=[CH:16][C:15]([N+:18]([O-:20])=[O:19])=[CH:14][CH:13]=1.C(=O)([O-])[O-].[K+].[K+].O>CN(C)C=O>[N+:18]([C:15]1[CH:16]=[CH:17][C:12]([O:10][C:7]2[CH:8]=[CH:9][C:4]([CH2:3][CH2:2][OH:1])=[CH:5][CH:6]=2)=[CH:13][CH:14]=1)([O-:20])=[O:19] |f:2.3.4|. Procedure: To a solution of 4-(2-hydroxyethyl)phenol (2.94 g) and 1-fluoro-4-nitrobenzene (3.0 g) in dimethylformamide (21 mL) was added potassium carbonate (4.41 g) and the solution was stirred at 120° C. for 4 hours. After cooling to room temperature, water was added to the reaction solution, which was extracted with ethyl acetate. The organic layer was washed with brine, dried over anhydrous sodium sulfate and concentrated. The obtained residue was purified by column chromatography on silica gel (hexane...